This data is from the Open Reaction Database (ORD), a public repository of structured organic reaction records. The task is: describe an organic reaction: reactants, conditions, products, and yield RXN SMILES: [CH2:34]([Cl:35])[Cl:36].[O:1]1[CH:2]([CH2:3][OH:4])[C:5]1([CH2:6][CH2:7][CH2:8][CH:9]([CH2:10][CH2:11][CH2:12][CH:13]([CH2:14][CH2:15][CH2:16][CH:17]([CH3:18])[CH3:19])[CH3:20])[CH3:21])[CH3:22].[O:23]=[Cr:24]([Cl:25])([O-:26])=[O:27].[nH+:28]1[cH:29][cH:30][cH:31][cH:32][cH:33]1>>[O:1]1[CH:2]([CH:3]=[O:4])[C:5]1([CH2:6][CH2:7][CH2:8][CH:9]([CH2:10][CH2:11][CH2:12][CH:13]([CH2:14][CH2:15][CH2:16][CH:17]([CH3:18])[CH3:19])[CH3:20])[CH3:21])[CH3:22]. The product is CC(C)CCCC(C)CCCC(C)CCCC1(C)OC1C=O. The reactants are ClCCl, CC(C)CCCC(C)CCCC(C)CCCC1(C)OC1CO, O=[Cr](=O)([O-])Cl, c1cc[nH+]cc1. Reactants: C=C[C@H]1CN2CC[C@H]1C[C@H]2[C@@H](C=3C=CN=C4C3C=CC=C4)O (cinchonidine), C(CC)C1CCC(CC1)C(=O)O (4-n-Propyl-cyclohexanecarboxylic acid), C1(CCCCC1)N=C=NC1CCCCC1 (N,N′-Dicyclohexyl carbodimide), N,N-(dimethyl amino)-pyridine. Solvent: ClCCl (dichloromethane). Yields the product C(CC)C1CCC(CC1)C(=O)O[C@@H]([C@H]1N2C[C@@H]([C@H](C1)CC2)C=C)C2=CC=NC1=CC=CC=C21 ((R)-1-(4-quinolyl)-1-[(2S,4S,5R)-5-vinyl-1-azabicyclo[2.2.2]oct-2-yl]methyl 4-propyl-1-cyclohexanecarboxylate). RXN SMILES: [CH2:1]=[CH:2][C@@H:3]1[C@@H:8]2[CH2:9][C@@H:10]([C@H:11]([OH:22])[C:12]3[CH:13]=[CH:14][N:15]=[C:16]4[CH:21]=[CH:20][CH:19]=[CH:18][C:17]=34)[N:5]([CH2:6][CH2:7]2)[CH2:4]1.[CH2:23]([CH:26]1[CH2:31][CH2:30][CH:29]([C:32](O)=[O:33])[CH2:28][CH2:27]1)[CH2:24][CH3:25].C1(N=C=NC2CCCCC2)CCCCC1>ClCCl>[CH2:23]([CH:26]1[CH2:31][CH2:30][CH:29]([C:32]([O:22][C@H:11]([C:12]2[C:17]3[C:16](=[CH:21][CH:20]=[CH:19][CH:18]=3)[N:15]=[CH:14][CH:13]=2)[C@@H:10]2[CH2:9][C@@H:8]3[CH2:7][CH2:6][N:5]2[CH2:4][C@@H:3]3[CH:2]=[CH2:1])=[O:33])[CH2:28][CH2:27]1)[CH2:24][CH3:25]. Procedure: Example 10 was performed as Example 1 except for substitution of 2.7 g of cinchonidine, 1.5 g of 4-n-Propyl-cyclohexanecarboxylic acid, 2.1 g of N,N′-Dicyclohexyl carbodimide (DCC), 1.2 g of N,N-(dimethyl amino)-pyridine (DMAP) and 80 ml of dichloromethane into a round-bottom flask. After filtering and condensing, the residue was subjected to recrystallization from methanol, giving (R)-1-(4-quinolyl)-1-[(2S,4S,5R)-5-vinyl-1-azabicyclo[2.2.2]oct-2-yl]methyl 4-propyl-1-cyclohexanecarboxylate, as a... Reactants: COC1=C(C(=C2C(=N1)SC1=C2CCCC1)C1=CC=C(C=C1)C)CC(=O)OC (methyl [2-methoxy-4-(p-tolyl)-5,6,7,8-tetrahydro[1]benzothieno[2,3-b]pyridin-3-yl]acetate), ICCC (1-iodopropane). The product is COC1=C(C(=C2C(=N1)SC1=C2CCCC1)C1=CC=C(C=C1)C)C(C(=O)OC)CCC (Methyl 2-[2-methoxy-4-(p-tolyl)-5,6,7,8-tetrahydro[1]benzothieno[2,3-b]pyridin-3-yl]pentanoate). Reaction SMILES: [CH3:1][O:2][C:3]1[N:8]=[C:7]2[S:9][C:10]3[CH2:15][CH2:14][CH2:13][CH2:12][C:11]=3[C:6]2=[C:5]([C:16]2[CH:21]=[CH:20][C:19]([CH3:22])=[CH:18][CH:17]=2)[C:4]=1[CH2:23][C:24]([O:26][CH3:27])=[O:25].I[CH2:29][CH2:30][CH3:31]>>[CH3:1][O:2][C:3]1[N:8]=[C:7]2[S:9][C:10]3[CH2:15][CH2:14][CH2:13][CH2:12][C:11]=3[C:6]2=[C:5]([C:16]2[CH:17]=[CH:18][C:19]([CH3:22])=[CH:20][CH:21]=2)[C:4]=1[CH:23]([CH2:29][CH2:30][CH3:31])[C:24]([O:26][CH3:27])=[O:25]. Procedure details: The compound is prepared from the methyl [2-methoxy-4-(p-tolyl)-5,6,7,8-tetrahydro[1]benzothieno[2,3-b]pyridin-3-yl]acetate and 1-iodopropane as described in the general method C. Reactants: BrC=1C=C(C=C(C1)OC(F)(F)F)C1=CC(=NN1C=1C=NC(=CC1)F)C(=O)O (5-(3-Bromo-5-trifluoromethoxyphenyl)-1-(6-fluoropyridin-3-yl)-1H-pyrazole-3-carboxylic acid), ClC=1C=C(C=C(C1)F)C1=CC(=NN1C1=NC=CC=C1)C(=O)N1CNC(C1)=O (1-{[5-(3-Chloro-5-fluorophenyl)-1-(pyridin-2-yl)-1H-pyrazol-3-yl]carbonyl}imidazolidin-4-one), O=C1NCCNC1 (2-oxopiperazine). Product: BrC=1C=C(C=C(C1)OC(F)(F)F)C1=CC(=NN1C=1C=NC(=CC1)F)C(=O)N1CC(NCC1)=O (4-({5-[3-Bromo-5-(trifluoromethoxy)phenyl]-1-(6-fluoropyridin-3-yl)-1H-pyrazol-3-yl}carbonyl)piperazin-2-one). Reaction SMILES: [Br:1][C:2]1[CH:3]=[C:4]([C:13]2[N:17]([C:18]3[CH:19]=[N:20][C:21]([F:24])=[CH:22][CH:23]=3)[N:16]=[C:15]([C:25](O)=[O:26])[CH:14]=2)[CH:5]=[C:6]([O:8][C:9]([F:12])([F:11])[F:10])[CH:7]=1.ClC1C=C(C2N(C3C=CC=CN=3)N=C([C:47]([N:49]3[CH2:53][C:52](=[O:54])[NH:51][CH2:50]3)=O)C=2)C=C(F)C=1.O=C1CNCCN1>>[Br:1][C:2]1[CH:3]=[C:4]([C:13]2[N:17]([C:18]3[CH:19]=[N:20][C:21]([F:24])=[CH:22][CH:23]=3)[N:16]=[C:15]([C:25]([N:49]3[CH2:47][CH2:50][NH:51][C:52](=[O:54])[CH2:53]3)=[O:26])[CH:14]=2)[CH:5]=[C:6]([O:8][C:9]([F:11])([F:12])[F:10])[CH:7]=1. Procedure: 50 mg (0.11 mmol) of the compound of Example 42A is reacted analogously to the synthesis of the compound of Example 1 with 12 mg (0.12 mmol) of 2-oxopiperazine. 51 mg (85% of theory) of the title compound is obtained. Reactants: CC(C)Cc1nc2ccc(Br)cc2c(-c2ccccc2F)c1C#N, CC(=O)[O-], CC(=O)[O-], CC(C)(C)O, CC(C)(C)[O-], Cc1ccccc1, Cl, [Na+], [Pd+2]. The product is CC(C)Cc1nc2ccc(OC(C)(C)C)cc2c(-c2ccccc2F)c1C#N. As a reaction SMILES: [Br:1][c:2]1[cH:3][c:4]2[c:5](-[c:18]3[c:19]([F:24])[cH:20][cH:21][cH:22][cH:23]3)[c:6]([C:16]#[N:17])[c:7]([CH2:12][CH:13]([CH3:14])[CH3:15])[n:8][c:9]2[cH:10][cH:11]1.[C:37]([O-:38])(=[O:39])[CH3:40].[C:42]([O-:43])(=[O:44])[CH3:45].[CH3:25][C:26]([CH3:27])([CH3:28])[OH:29].[CH3:30][C:31]([CH3:32])([O-:33])[CH3:34].[CH3:46][c:47]1[cH:48][cH:49][cH:50][cH:51][cH:52]1.[ClH:36].[Na+:35].[Pd+2:41]>>[c:2]1([O:29][C:26]([CH3:25])([CH3:27])[CH3:28])[cH:3][c:4]2[c:5](-[c:18]3[c:19]([F:24])[cH:20][cH:21][cH:22][cH:23]3)[c:6]([C:16]#[N:17])[c:7]([CH2:12][CH:13]([CH3:14])[CH3:15])[n:8][c:9]2[cH:10][cH:11]1. Starting materials: NC1(CCCC1)CO (1-amino-1-(hydroxymethyl)cyclopentane), C(=O)(C(F)(F)F)O (TFA), C1(CCCCC1)=O (cyclohexanone), S(=O)(=O)([O-])[O-].[Na+].[Na+] (sodium sulfate). The solvent is C(Cl)Cl (CH2Cl2). Run at temperature 20 celsius, time 72 hour. Product: C1CCCC12COC1(CCCCC1)N2 (14-aza-7-oxadispiro[4.2.5.1]tetradecane). Yield: 97.2%. As a reaction SMILES: [NH2:1][C:2]1([CH2:7][OH:8])[CH2:6][CH2:5][CH2:4][CH2:3]1.C(O)(C(F)(F)F)=O.[C:16]1(=O)[CH2:21][CH2:20][CH2:19][CH2:18][CH2:17]1.S([O-])([O-])(=O)=O.[Na+].[Na+]>C(Cl)Cl>[CH2:6]1[C:2]2([NH:1][C:16]3([CH2:21][CH2:20][CH2:19][CH2:18][CH2:17]3)[O:8][CH2:7]2)[CH2:3][CH2:4][CH2:5]1 |f:3.4.5|. Procedure: To a solution of 1-amino-1-(hydroxymethyl)cyclopentane (Method B1c; 1.44 g, 12.54 mmol) in CH2Cl2 (10 mL) at 4° C. was added TFA (0.097 mL, 1.25 mmol), cyclohexanone (1.30 mL, 12.54 mmol) and sodium sulfate (2 g) and the reaction was warmed to 20° C. The reaction was stirred for 72 h and was sequentially washed with water (10 mL) and a saturated NaHCO3 solution (20 mL), dried (MgSO4), and concentrated under reduced pressure to give 14-aza-7-oxadispiro[4.2.5.1]tetradecane (2.38 g, 97%): GC-MS m/z...